From a dataset of the Open Reaction Database (ORD), a public repository of structured organic reaction records. describe an organic reaction: reactants, conditions, products, and yield The reactants are CC=1C=CC(=NC1)N1N=CC2=CC(=CC=C12)N1C(NC=2C1=NC=CC2)=O (3-[1-(5-methylpyridin-2-yl)-1H-indazol-5-yl]-1,3-dihydro-2H-imidazo[4,5-b]pyridin-2-one), ICC (iodoethane), O (water). Solvent: CN(C)C=O (DMF). Run at temperature 50 celsius, time 3 hour. Yields the product C(C)N1C(N(C2=NC=CC=C21)C=2C=C1C=NN(C1=CC2)C2=NC=C(C=C2)C)=O (1-ethyl-3-[1-(5-methylpyridin-2-yl)-1H-indazol-5-yl]-1,3-dihydro-2H-imidazo[4,5-b]pyridin-2-one). The yield is 33.0%. As a reaction SMILES: [CH3:1][C:2]1[CH:3]=[CH:4][C:5]([N:8]2[C:16]3[C:11](=[CH:12][C:13]([N:17]4[C:21]5=[N:22][CH:23]=[CH:24][CH:25]=[C:20]5[NH:19][C:18]4=[O:26])=[CH:14][CH:15]=3)[CH:10]=[N:9]2)=[N:6][CH:7]=1.I[CH2:28][CH3:29].O>CN(C=O)C>[CH2:28]([N:19]1[C:20]2[C:21](=[N:22][CH:23]=[CH:24][CH:25]=2)[N:17]([C:13]2[CH:12]=[C:11]3[C:16](=[CH:15][CH:14]=2)[N:8]([C:5]2[CH:4]=[CH:3][C:2]([CH3:1])=[CH:7][N:6]=2)[N:9]=[CH:10]3)[C:18]1=[O:26])[CH3:29]. Procedure: A mixture of 3-[1-(5-methylpyridin-2-yl)-1H-indazol-5-yl]-1,3-dihydro-2H-imidazo[4,5-b]pyridin-2-one (70 mg) and iodoethane (35.1 mg) in DMF (2 mL) was stirred at 50° C. for 3 h, treated with water, and extracted with AcOEt. The organic layer was dried over MgSO4 and concentrated in vacuo. The residue was chromatographed on silica gel eluting with AcOEt/Hexane. The product was crystallized from AcOEt/Hexane to give the title compound as white crystals (25.0 mg). The reactants are CC(=O)O, CC(=O)OC(C)=O, c1ccc(C23CC4CC(CC(C4)C2)C3)cc1. Product: OC12CC3CC(C1)CC(c1ccccc1)(C3)C2. RXN SMILES: [CH3:17][C:18]([OH:19])=[O:20].[CH3:21][C:22]([O:23][C:24](=[O:25])[CH3:26])=[O:27].[c:1]1([C:7]23[CH2:8][CH:9]4[CH2:10][CH:11]([CH2:12][CH:13]([CH2:14]2)[CH2:15]4)[CH2:16]3)[cH:2][cH:3][cH:4][cH:5][cH:6]1>>[c:1]1([C:7]23[CH2:8][CH:9]4[CH2:10][C:11]([OH:19])([CH2:12][CH:13]([CH2:14]2)[CH2:15]4)[CH2:16]3)[cH:2][cH:3][cH:4][cH:5][cH:6]1. Starting materials: CC(C)(C)N1C(=O)C(Cl)=C(c2ccccc2)S1(=O)=O, CC#N, NCC1COc2ccccc2O1. Yields the product CC(C)(C)N1C(=O)C(NCC2COc3ccccc3O2)=C(c2ccccc2)S1(=O)=O. Reaction SMILES: [C:1]([CH3:2])([CH3:3])([CH3:4])[N:5]1[S:6](=[O:18])(=[O:19])[C:7]([c:12]2[cH:13][cH:14][cH:15][cH:16][cH:17]2)=[C:8]([Cl:11])[C:9]1=[O:10].[CH3:32][C:33]#[N:34].[O:20]1[CH:21]([CH2:30][NH2:31])[CH2:22][O:23][c:24]2[c:25]1[cH:26][cH:27][cH:28][cH:29]2>>[C:1]([CH3:2])([CH3:3])([CH3:4])[N:5]1[S:6](=[O:18])(=[O:19])[C:7]([c:12]2[cH:13][cH:14][cH:15][cH:16][cH:17]2)=[C:8]([NH:31][CH2:30][CH:21]2[O:20][c:25]3[c:24]([cH:29][cH:28][cH:27][cH:26]3)[O:23][CH2:22]2)[C:9]1=[O:10].